describe an organic reaction: reactants, conditions, products, and yield From a dataset of the Open Reaction Database (ORD), a public repository of structured organic reaction records. Reactants: CCOC(=O)CC1CCC(C(=O)Nc2ccc(OC(F)(F)F)cc2CN2C(=O)OC(c3cc(C(F)(F)F)cc(C(F)(F)F)c3)C2C)CC1, [H-], CCI, [Na+]. The product is CCOC(=O)CC1CCC(C(=O)N(CC)c2ccc(OC(F)(F)F)cc2CN2C(=O)OC(c3cc(C(F)(F)F)cc(C(F)(F)F)c3)C2C)CC1. As a reaction SMILES: [F:1][C:2]([c:3]1[cH:4][c:5]([CH:13]2[CH:14]([CH3:46])[N:15]([CH2:19][c:20]3[c:21]([NH:31][C:32](=[O:33])[CH:34]4[CH2:35][CH2:36][CH:37]([CH2:40][C:41](=[O:42])[O:43][CH2:44][CH3:45])[CH2:38][CH2:39]4)[cH:22][cH:23][c:24]([O:26][C:27]([F:28])([F:29])[F:30])[cH:25]3)[C:16](=[O:18])[O:17]2)[cH:6][c:7]([C:9]([F:10])([F:11])[F:12])[cH:8]1)([F:47])[F:48].[H-:49].[I:51][CH2:52][CH3:53].[Na+:50]>>[F:1][C:2]([c:3]1[cH:4][c:5]([CH:13]2[CH:14]([CH3:46])[N:15]([CH2:19][c:20]3[c:21]([N:31]([C:32](=[O:33])[CH:34]4[CH2:35][CH2:36][CH:37]([CH2:40][C:41](=[O:42])[O:43][CH2:44][CH3:45])[CH2:38][CH2:39]4)[CH2:52][CH3:53])[cH:22][cH:23][c:24]([O:26][C:27]([F:28])([F:29])[F:30])[cH:25]3)[C:16](=[O:18])[O:17]2)[cH:6][c:7]([C:9]([F:10])([F:11])[F:12])[cH:8]1)([F:47])[F:48]. Starting materials: FC(F)(F)c1cccc(Br)c1, OC1CCNC1. The product is OC1CCN(c2cccc(C(F)(F)F)c2)C1. As a reaction SMILES: [F:1][C:2]([c:3]1[cH:4][c:5]([Br:9])[cH:6][cH:7][cH:8]1)([F:10])[F:11].[OH:12][CH:13]1[CH2:14][NH:15][CH2:16][CH2:17]1>>[F:1][C:2]([c:3]1[cH:4][c:5]([N:15]2[CH2:14][CH:13]([OH:12])[CH2:17][CH2:16]2)[cH:6][cH:7][cH:8]1)([F:10])[F:11]. Starting materials: ClCCl, O=[Cr](=O)([O-])O[Cr](=O)(=O)[O-], O=C(O)C1=Cc2cc(C(O)c3ccccc3)c(O)cc21, c1cc[nH+]cc1, c1cc[nH+]cc1. Yields the product O=C(O)C1=Cc2cc(C(=O)c3ccccc3)c(O)cc21. RXN SMILES: [Cl:42][CH2:43][Cl:44].[Cr:21]([O:22][Cr:23]([O-:24])(=[O:25])=[O:26])([O-:27])(=[O:28])=[O:29].[OH:1][CH:2]([c:3]1[cH:4][cH:5][cH:6][cH:7][cH:8]1)[c:9]1[cH:10][c:11]2[c:12]([cH:18][c:19]1[OH:20])[C:13]([C:15](=[O:16])[OH:17])=[CH:14]2.[nH+:30]1[cH:31][cH:32][cH:33][cH:34][cH:35]1.[nH+:36]1[cH:37][cH:38][cH:39][cH:40][cH:41]1>>[O:1]=[C:2]([c:3]1[cH:4][cH:5][cH:6][cH:7][cH:8]1)[c:9]1[cH:10][c:11]2[c:12]([cH:18][c:19]1[OH:20])[C:13]([C:15](=[O:16])[OH:17])=[CH:14]2. Starting materials: BrC=1C=C(C=C(C1)[N+](=O)[O-])NC(C)=O (N-(3-bromo-5-nitrophenyl)acetamide), N#N (N2), C([O-])([O-])=O.[Na+].[Na+] (sodium carbonate), FC=1C=C(C=CC1F)B(O)O (3,4-Difluorophenylboronic acid). Reagents/catalysts: C1=CC=C(C=C1)P([C-]2C=CC=C2)C3=CC=CC=C3.C1=CC=C(C=C1)P([C-]2C=CC=C2)C3=CC=CC=C3.Cl[Pd]Cl.[Fe+2] (Pd(dppf)Cl2). Run in COCCOC (1,2-dimethoxyethane). Yields the product FC=1C=C(C=CC1F)C1=CC(=CC(=C1)[N+](=O)[O-])NC(C)=O (N-(3′,4′-difluoro-5-nitrobiphenyl-3-yl)acetamide). Yield: 76.0%. Reaction SMILES: Br[C:2]1[CH:3]=[C:4]([NH:11][C:12](=[O:14])[CH3:13])[CH:5]=[C:6]([N+:8]([O-:10])=[O:9])[CH:7]=1.N#N.[F:17][C:18]1[CH:19]=[C:20](B(O)O)[CH:21]=[CH:22][C:23]=1[F:24].C(=O)([O-])[O-].[Na+].[Na+]>COCCOC.C1C=CC(P(C2C=CC=CC=2)[C-]2C=CC=C2)=CC=1.C1C=CC(P(C2C=CC=CC=2)[C-]2C=CC=C2)=CC=1.Cl[Pd]Cl.[Fe+2]>[F:17][C:18]1[CH:19]=[C:20]([C:2]2[CH:7]=[C:6]([N+:8]([O-:10])=[O:9])[CH:5]=[C:4]([NH:11][C:12](=[O:14])[CH3:13])[CH:3]=2)[CH:21]=[CH:22][C:23]=1[F:24] |f:3.4.5,7.8.9.10|. Procedure: A solution of N-(3-bromo-5-nitrophenyl)acetamide of Example 1(c) (0.7 g, 2.69 mmol) in 1,2-dimethoxyethane (15 ml) was degassed by N2 bubbling for 5 min. 3,4-Difluorophenylboronic acid (0.5 g, 3.23 mmol, 1.2 eq.) was added and the mixture was degassed for another 5 min. Pd(dppf)Cl2 (0.44 g, 0.54 mmol, 0.2 eq.) and aqueous sodium carbonate (0.86 g, 8.07 mmol, 3.0 eq.) were added and the procedure of Example 1(d) was followed. The crude residue of the product was purified by column chromatography ... Starting materials: CN(C)c1cccc2c(S(=O)(=O)Cl)cccc12, COc1ncc(N)c(OC)n1, c1ccncc1. Product: COc1ncc(NS(=O)(=O)c2cccc3c(N(C)C)cccc23)c(OC)n1. RXN SMILES: [CH3:1][N:2]([c:3]1[c:4]2[cH:5][cH:6][cH:7][c:8]([S:13](=[O:14])(=[O:15])[Cl:16])[c:9]2[cH:10][cH:11][cH:12]1)[CH3:17].[NH2:18][c:19]1[c:20]([O:27][CH3:28])[n:21][c:22]([O:25][CH3:26])[n:23][cH:24]1.[cH:29]1[cH:30][cH:31][n:32][cH:33][cH:34]1>>[CH3:1][N:2]([c:3]1[c:4]2[cH:5][cH:6][cH:7][c:8]([S:13](=[O:14])(=[O:15])[NH:18][c:19]3[c:20]([O:27][CH3:28])[n:21][c:22]([O:25][CH3:26])[n:23][cH:24]3)[c:9]2[cH:10][cH:11][cH:12]1)[CH3:17]. The reactants are FC(F)(F)c1ccc(CCCBr)cn1, Cc1ccc2[nH]c3c(c2c1)CN(C)CC3, [H-], [Na+], CN(C)C=O, O. Product: Cc1ccc2c(c1)c1c(n2CCCc2ccc(C(F)(F)F)nc2)CCN(C)C1. RXN SMILES: [Br:23][CH2:24][CH2:25][CH2:26][c:27]1[cH:28][cH:29][c:30]([C:33]([F:34])([F:35])[F:36])[n:31][cH:32]1.[CH3:8][N:9]1[CH2:10][c:11]2[c:12]([nH:13][c:14]3[cH:15][cH:16][c:17]([CH3:20])[cH:18][c:19]23)[CH2:21][CH2:22]1.[H-:6].[Na+:7].[O:1]=[CH:2][N:3]([CH3:4])[CH3:5].[OH2:37]>>[CH3:8][N:9]1[CH2:10][c:11]2[c:12]([n:13]([CH2:24][CH2:25][CH2:26][c:27]3[cH:28][cH:29][c:30]([C:33]([F:34])([F:35])[F:36])[n:31][cH:32]3)[c:14]3[cH:15][cH:16][c:17]([CH3:20])[cH:18][c:19]23)[CH2:21][CH2:22]1. The reactants are CC(C)O, Cl, O=c1cc(C(F)(F)F)ncn1-c1c(F)cc(C(F)(F)F)cc1[N+](=O)[O-], Nc1ccc(OC(F)(F)C(F)F)cc1, [Fe], O. Yields the product Nc1cc(C(F)(F)F)cc(F)c1-n1cnc(C(F)(F)F)cc1=O. As a reaction SMILES: [CH:41]([OH:42])([CH3:43])[CH3:44].[ClH:40].[F:15][c:16]1[c:17](-[n:29]2[cH:30][n:31][c:32]([C:36]([F:37])([F:38])[F:39])[cH:33][c:34]2=[O:35])[c:18]([N+:26]([O-:27])=[O:28])[cH:19][c:20]([C:22]([F:23])([F:24])[F:25])[cH:21]1.[F:1][C:2]([F:3])([O:4][c:5]1[cH:6][cH:7][c:8]([NH2:9])[cH:10][cH:11]1)[CH:12]([F:13])[F:14].[Fe:46].[OH2:45]>>[F:15][c:16]1[c:17](-[n:29]2[cH:30][n:31][c:32]([C:36]([F:37])([F:38])[F:39])[cH:33][c:34]2=[O:35])[c:18]([NH2:26])[cH:19][c:20]([C:22]([F:23])([F:24])[F:25])[cH:21]1. Reactants: FC1=CC=C(CNC=2N(N=C3NC(N(C(C32)=O)C)=O)CC3=CC=C(C=C3)C(F)(F)F)C=C1 (3-(4-fluorobenzylamino)-5-methyl-2-(4-(trifluoromethyl)benzyl)-2H-pyrazolo[3,4-d]pyrimidine-4,6(5H,7H)-dione), C(C(C)C)I (isobutyl iodide), IC1CCCC1 (iodocyclopentane). Product: FC1=CC=C(CNC=2N(N=C3N(C(N(C(C32)=O)C)=O)CC(C)C)CC3=CC=C(C=C3)C(F)(F)F)C=C1 (3-(4-fluorobenzylamino)-7-isobutyl-5-methyl-2-(4-(trifluoromethyl)benzyl)-2H-pyrazolo[3,4-d]pyrimidine-4,6(5H,7H)-dione). RXN SMILES: [F:1][C:2]1[CH:32]=[CH:31][C:5]([CH2:6][NH:7][C:8]2[N:9]([CH2:20][C:21]3[CH:26]=[CH:25][C:24]([C:27]([F:30])([F:29])[F:28])=[CH:23][CH:22]=3)[N:10]=[C:11]3[C:16]=2[C:15](=[O:17])[N:14]([CH3:18])[C:13](=[O:19])[NH:12]3)=[CH:4][CH:3]=1.[CH2:33](I)[CH:34]([CH3:36])[CH3:35].IC1CCCC1>>[F:1][C:2]1[CH:3]=[CH:4][C:5]([CH2:6][NH:7][C:8]2[N:9]([CH2:20][C:21]3[CH:26]=[CH:25][C:24]([C:27]([F:28])([F:30])[F:29])=[CH:23][CH:22]=3)[N:10]=[C:11]3[C:16]=2[C:15](=[O:17])[N:14]([CH3:18])[C:13](=[O:19])[N:12]3[CH2:33][CH:34]([CH3:36])[CH3:35])=[CH:31][CH:32]=1. Reported procedure: The synthesis method is analogous to example 7 wherein 3-(4-fluorobenzylamino)-5-methyl-2-(4-(trifluoromethyl)benzyl)-2H-pyrazolo[3,4-d]pyrimidine-4,6(5H,7H)-dione is used instead of 5-methyl-3-(phenylamino)-2-(4-(pyridin-2-yl)benzyl)-2H-pyrazolo[3,4-d]pyrimidine-4,6(5H,7H)-dione, and isobutyl iodide is added instead of iodocyclopentane. MS (ESI) m/z 490.2 [M+H]+ Reactants: OCC1=CC(=CC(=N1)C(=O)OCC)Br (ethyl 6-hydroxymethyl-4-bromopyridine-2-carboxylate), N1C=NC=C1 (imidazole), [Si](C1=CC=CC=C1)(C1=CC=CC=C1)(C(C)(C)C)Cl (TBDPS-chloride). The solvent is CCOCC (Et2O), CN(C)C=O (DMF). Conditions: time 3 hour. Yields the product [Si](C1=CC=CC=C1)(C1=CC=CC=C1)(C(C)(C)C)OCC1=CC(=CC(=N1)C(=O)OCC)Br (ethyl 6-(tert-butyldiphenylsilyloxymethyl)-4-bromopyridine-2-carboxylate). Isolated yield 125.4%. Reaction SMILES: [OH:1][CH2:2][C:3]1[N:8]=[C:7]([C:9]([O:11][CH2:12][CH3:13])=[O:10])[CH:6]=[C:5]([Br:14])[CH:4]=1.N1C=CN=C1.[Si:20](Cl)([C:33]([CH3:36])([CH3:35])[CH3:34])([C:27]1[CH:32]=[CH:31][CH:30]=[CH:29][CH:28]=1)[C:21]1[CH:26]=[CH:25][CH:24]=[CH:23][CH:22]=1>CN(C=O)C.CCOCC>[Si:20]([O:1][CH2:2][C:3]1[N:8]=[C:7]([C:9]([O:11][CH2:12][CH3:13])=[O:10])[CH:6]=[C:5]([Br:14])[CH:4]=1)([C:33]([CH3:36])([CH3:35])[CH3:34])([C:27]1[CH:28]=[CH:29][CH:30]=[CH:31][CH:32]=1)[C:21]1[CH:26]=[CH:25][CH:24]=[CH:23][CH:22]=1. Procedure: Predried ethyl 6-hydroxymethyl-4-bromopyridine-2-carboxylate (1.4 g, 5 4 mmol) and imidazole (1.1 g, 6.5 mmol) were dissolved in dry DMF (1.7 mL). TBDPS-chloride (1.78 g, 6.5 mmol) was added portionwise, and the reaction was allowed to proceed for 3 h at r.t. The reaction mixture was diluted with Et2O (50 mL) and washed with water and sat. NaHCO3. The organic phase was dried over Na2SO4 and evaporated to dryness. Purification on silica gel (petroleum ether, by 40-60° C./ethyl acetate 5:2) yielde...